Dataset: the Open Reaction Database (ORD), a public repository of structured organic reaction records. Task: describe an organic reaction: reactants, conditions, products, and yield Starting materials: [H-].[Na+] (sodium hydride), OC=1C=C2CN(C(NC2=CC1)=O)C1CCN(CC1)CC1=CC=CC=C1 (3,4-dihydro-6-hydroxy-3-(1-phenylmethyl-4-piperidinyl)-2(1H)-quinazolinone), [K+].[Br-] (KBr), BrCC1OCCO1 (2-(bromomethyl)-1,3-dioxolane). The solvent is CN(C=O)C (dimethylformamide). Reaction conditions: temperature 90 celsius, time 15 minute. The product is O1C(OCC1)COC=1C=C2CN(C(NC2=CC1)=O)C1CCN(CC1)CC1=CC=CC=C1 (3,4-dihydro-6-[(1,3-dioxolan-2-yl)methoxy]-3-(1-phenylmethyl-4-piperidinyl)-2(1H)-quinazolinone). As a reaction SMILES: [H-].[Na+].[OH:3][C:4]1[CH:5]=[C:6]2[C:11](=[CH:12][CH:13]=1)[NH:10][C:9](=[O:14])[N:8]([CH:15]1[CH2:20][CH2:19][N:18]([CH2:21][C:22]3[CH:27]=[CH:26][CH:25]=[CH:24][CH:23]=3)[CH2:17][CH2:16]1)[CH2:7]2.Br[CH2:29][CH:30]1[O:34][CH2:33][CH2:32][O:31]1.[K+].[Br-]>CN(C)C=O>[O:31]1[CH2:32][CH2:33][O:34][CH:30]1[CH2:29][O:3][C:4]1[CH:5]=[C:6]2[C:11](=[CH:12][CH:13]=1)[NH:10][C:9](=[O:14])[N:8]([CH:15]1[CH2:20][CH2:19][N:18]([CH2:21][C:22]3[CH:27]=[CH:26][CH:25]=[CH:24][CH:23]=3)[CH2:17][CH2:16]1)[CH2:7]2 |f:0.1,4.5|. Reported procedure: 0.36 g (14.25 mmol) of 95% sodium hydride was added batchwise, with stirring, to a solution of 5.0 g (14.82 mmol) of 3,4-dihydro-6-hydroxy-3-(1-phenylmethyl-4-piperidinyl)-2(1H)-quinazolinone in 120 mL of anhydrous dimethylformamide at ambient temperature and the mixture was then kept for 15 minutes at 50° C. A thick, colorless slurry was formed. After the addition of 5.0 g (37.04 mmol) of 2-(bromomethyl)-1,3-dioxolane the mixture was heated to 90° C. for 90 minutes. After cooling, the mixture w...